From a dataset of the Open Reaction Database (ORD), a public repository of structured organic reaction records. describe an organic reaction: reactants, conditions, products, and yield The reactants are FC=1C2=C(C(=NC1)N)N=CN2[C@@H]2C[C@@H]([C@H]1OC(O[C@H]12)(C)C)C (7-fluoro-1-((3aS,4R,6S,6aR)-2,2,6-trimethyltetrahydro-3aH-cyclopenta[d][1,3]dioxol-4-yl)-1H-imidazo[4,5-c]pyridin-4-amine), Cl (HCl). Run in CO (MeOH). Yields the product NC1=NC=C(C2C1N=CN2[C@H]2[C@@H]([C@@H]([C@H](C2)C)O)O)F ((1R,2S,3R,5S)-3-(4-amino-7-fluoro-3a,7a-dihydro-1H-imidazo[4,5-c]pyridin-1-yl)-5-methylcyclopentane-1,2-diol). As a reaction SMILES: [F:1][C:2]1[C:3]2[N:11]([C@H:12]3[C@H:19]4[C@H:15]([O:16]C(C)(C)[O:18]4)[C@@H:14]([CH3:22])[CH2:13]3)[CH:10]=[N:9][C:4]=2[C:5]([NH2:8])=[N:6][CH:7]=1.Cl>CO>[NH2:8][C:5]1[CH:4]2[N:9]=[CH:10][N:11]([C@@H:12]3[CH2:13][C@H:14]([CH3:22])[C@@H:15]([OH:16])[C@H:19]3[OH:18])[CH:3]2[C:2]([F:1])=[CH:7][N:6]=1. Procedure details: 7-fluoro-1-((3aS,4R,6S,6aR)-2,2,6-trimethyltetrahydro-3aH-cyclopenta[d][1,3]dioxol-4-yl)-1H-imidazo[4,5-c]pyridin-4-amine (6-5) was dissolved in MeOH (1 mL) and concentrated HCl (200 uL) was added. After disappearance of the starting material, the mixture was concentrated to afford (1R,2S,3R,5S)-3-(4-amino-7-fluoro-3a,7a-dihydro-1H-imidazo[4,5-c]pyridin-1-yl)-5-methylcyclopentane-1,2-diol (6-7) as a brown solid. 1H NMR (500 MHz, CD3OD): δ 8.54 (s, 1H); 7.77 (d, J=5.6 Hz, 1H); 4.95 (q, J=8.5 Hz, ... The reactants are COC1=C2C(C=CO2)=CC3=C1OC(=O)C=C3 (8-methoxypsoralen), O=C1C(O)=C([O-])[C@H](O1)[C@@H](O)CO (ascorbate), O=C1C(O)=C([O-])[C@H](O1)[C@@H](O)CO (ascorbate). Solvent: O (H2O). Reaction conditions: time 15 minute. The product is C1=COC=2C1=CC3=C(C2)OC(=O)C=C3 (Psoralen). As a reaction SMILES: CO[C:3]1[C:11]2[O:12][C:13]([CH:15]=[CH:16][C:10]=2[CH:9]=[C:5]2[CH:6]=[CH:7][O:8][C:4]=12)=[O:14].O=C1O[C@H]([C@H](CO)O)C([O-])=C1O>O>[CH:6]1[C:5]2=[CH:9][C:10]3[CH:16]=[CH:15][C:13](=[O:14])[O:12][C:11]=3[CH:3]=[C:4]2[O:8][CH:7]=1. Procedure details: One hundred ml of CDV is pipetted into a sterile container. One ml of 8-methoxypsoralen (8-MOP, 10mg/ml in dimethyl sulfoxide) and one ml of ascorbate stock solution (1M ascorbate in sterile deionized H2O) are added to the container. The mixture is incubated 15 minutes in a 37° C. water bath. After incubation the mixture is transferred to another sterile vessel and allowed to equilibrate in an argon atmosphere for 5 minutes. After equilibration the mixture is placed under a long wavelength ultra... Yields the product CC1=C(C)C(=O)C(C(CCCCCC(=O)NCC(=O)O)c2ccccc2)=C(C)C1=O. As a reaction SMILES: [CH3:1][C:2]1=[C:3]([CH:12]([CH2:13][CH2:14][CH2:15][CH2:16][CH2:17][C:18](=[O:19])[NH:20][CH2:21][C:22](=[O:23])[O:24][CH2:25][c:26]2[cH:27][cH:28][cH:29][cH:30][cH:31]2)[c:32]2[cH:33][cH:34][cH:35][cH:36][cH:37]2)[C:4](=[O:11])[C:5]([CH3:10])=[C:6]([CH3:9])[C:7]1=[O:8].[CH3:38][CH2:39][OH:40]>>[CH3:1][C:2]1=[C:3]([CH:12]([CH2:13][CH2:14][CH2:15][CH2:16][CH2:17][C:18](=[O:19])[NH:20][CH2:21][C:22](=[O:23])[OH:24])[c:32]2[cH:33][cH:34][cH:35][cH:36][cH:37]2)[C:4](=[O:11])[C:5]([CH3:10])=[C:6]([CH3:9])[C:7]1=[O:8]. Starting materials: CC1=C(C)C(=O)C(C(CCCCCC(=O)NCC(=O)OCc2ccccc2)c2ccccc2)=C(C)C1=O, CCO. Procedure details: The title compound is prepared as described in Example 1 using 3-chloro-benzoic acid ethyl ester (see Example 5) and 4-(2-diethylamino-ethoxy)-phenylamine (see Example 3). Yields the product ClC=1C=C(C=CC1)C1=NNC=C1C1=NC(=NC=C1)NC1=CC=C(C=C1)OCCN(CC)CC ({4-[3-(3-Chloro-phenyl)-1H-pyrazol-4-yl]-pyrimidin-2-yl}-[4-(2-diethylamino-ethoxy)-phenyl]-amine). RXN SMILES: C(O[C:4](=O)[C:5]1[CH:10]=[CH:9][CH:8]=[C:7]([Cl:11])[CH:6]=1)C.ClC1C=CC(C2[C:24]([C:25]3[CH:30]=[CH:29][N:28]=[C:27]([NH:31][C:32]4[CH:37]=[CH:36][C:35]([O:38][CH2:39][CH2:40][N:41]([CH2:44][CH3:45])[CH2:42][CH3:43])=[CH:34][CH:33]=4)[N:26]=3)=[CH:23][NH:22][N:21]=2)=CC=1>>[Cl:11][C:7]1[CH:6]=[C:5]([C:4]2[C:24]([C:25]3[CH:30]=[CH:29][N:28]=[C:27]([NH:31][C:32]4[CH:37]=[CH:36][C:35]([O:38][CH2:39][CH2:40][N:41]([CH2:42][CH3:43])[CH2:44][CH3:45])=[CH:34][CH:33]=4)[N:26]=3)=[CH:23][NH:22][N:21]=2)[CH:10]=[CH:9][CH:8]=1. Starting materials: C(C)OC(C1=CC(=CC=C1)Cl)=O (3-chloro-benzoic acid ethyl ester), ClC1=CC=C(C=C1)C1=NNC=C1C1=NC(=NC=C1)NC1=CC=C(C=C1)OCCN(CC)CC ({4-[3-(4-Chloro-phenyl)-1H-pyrazol-4-yl]-pyrimidin-2-yl}-[4-(2-diethylamino-ethoxy)phenyl]-amine). Reactants: NC1=C(C=CC=C1)CCCCCC(=O)OCC (ethyl 6-(o-aminophenyl)hexanate), C1(=CC=CC=C1)CCCCOC1=CC=C(C(=O)Cl)C=C1 (p-(4-phenylbutoxy)benzoyl chloride), C1(=CC=CC=C1)CCCCOC1=CC=C(C(=O)O)C=C1 (p-(phenylbutoxy)benzoic acid), C(C(=O)Cl)(=O)Cl (oxalyl chloride). Run in C(Cl)Cl (methylene chloride), N1=CC=CC=C1 (pyridine). Reaction conditions: time 8 hour. Yields the product C1(=CC=CC=C1)CCCCOC1=CC=C(C(=O)NC2=C(C=CC=C2)CCCCCC(=O)OCC)C=C1 (ethyl 6-[o-[p-(4-phenylbutoxy)benzamido]phenyl]hexanate). Reaction SMILES: [C:1]1([CH2:7][CH2:8][CH2:9][CH2:10][O:11][C:12]2[CH:20]=[CH:19][C:15]([C:16](Cl)=[O:17])=[CH:14][CH:13]=2)[CH:6]=[CH:5][CH:4]=[CH:3][CH:2]=1.C1(CCCCOC2C=CC(C(O)=O)=CC=2)C=CC=CC=1.C(Cl)(=O)C(Cl)=O.[NH2:47][C:48]1[CH:53]=[CH:52][CH:51]=[CH:50][C:49]=1[CH2:54][CH2:55][CH2:56][CH2:57][CH2:58][C:59]([O:61][CH2:62][CH3:63])=[O:60]>C(Cl)Cl.N1C=CC=CC=1>[C:1]1([CH2:7][CH2:8][CH2:9][CH2:10][O:11][C:12]2[CH:20]=[CH:19][C:15]([C:16]([NH:47][C:48]3[CH:53]=[CH:52][CH:51]=[CH:50][C:49]=3[CH2:54][CH2:55][CH2:56][CH2:57][CH2:58][C:59]([O:61][CH2:62][CH3:63])=[O:60])=[O:17])=[CH:14][CH:13]=2)[CH:6]=[CH:5][CH:4]=[CH:3][CH:2]=1. Procedure details: A solution of p-(4-phenylbutoxy)benzoyl chloride prepared from 1 g of p-(phenylbutoxy)benzoic acid and 2 ml of oxalyl chloride in methylene chloride was added to a solution of 0.6 g of ethyl 6-(o-aminophenyl)hexanate obtained in Reference Example 17 in 10 ml of pyridine at temperature less than -30° C. The mixture was stirred at room temperature overnight and concentrated under reduced pressure. Toluene was added to the residue. The mixture was washed with diluted hydrochloric acid and then with... As a reaction SMILES: B(Br)(Br)Br.[Cl:5][C:6]1[CH:11]=[CH:10][C:9]([CH:12]2[C:19]3[C:18]([CH2:20][O:21]C)=[N:17][N:16]([CH:23]4[CH2:25][CH2:24]4)[C:15]=3[C:14](=[O:26])[N:13]2[C:27]2[CH:28]=[C:29]([CH3:37])[C:30]3[N:31]([C:33]([CH3:36])=[N:34][N:35]=3)[CH:32]=2)=[CH:8][CH:7]=1>C(Cl)Cl>[Cl:5][C:6]1[CH:7]=[CH:8][C:9]([CH:12]2[C:19]3[C:18]([CH2:20][OH:21])=[N:17][N:16]([CH:23]4[CH2:24][CH2:25]4)[C:15]=3[C:14](=[O:26])[N:13]2[C:27]2[CH:28]=[C:29]([CH3:37])[C:30]3[N:31]([C:33]([CH3:36])=[N:34][N:35]=3)[CH:32]=2)=[CH:10][CH:11]=1. Isolated yield 22.2%. Conditions: time 1 hour. Procedure: BBr3 (1 M in CH2Cl2, 0.337 mL, 0.337 mmol) was added to a solution of 4-(4-chlorophenyl)-1-cyclopropyl-5-(3,8-dimethyl-[1,2,4]triazolo[4,3-a]pyridin-6-yl)-3-(methoxymethyl)-4,5-dihydropyrrolo[3,4-c]pyrazol-6(1H)-one (130 mg, 0.281 mmol) (Example 130) in CH2Cl2 (5 mL), under an argon atmosphere. The reaction mixture was stirred for 1 h at rt, quenched with brine (100 mL), and extracted with EtOAc (2×100 mL). The combined organic layers were washed with brine (100 mL), dried on Na2SO4 and the solv... Run in C(Cl)Cl (CH2Cl2). Product: ClC1=CC=C(C=C1)C1N(C(C=2N(N=C(C21)CO)C2CC2)=O)C=2C=C(C=1N(C2)C(=NN1)C)C (4-(4-chlorophenyl)-1-cyclopropyl-5-(3,8-dimethyl-[1,2,4]triazolo[4,3-a]pyridin-6-yl)-3-(hydroxymethyl)-4,5-dihydropyrrolo[3,4-c]pyrazol-6(1H)-one). Starting materials: B(Br)(Br)Br (BBr3), ClC1=CC=C(C=C1)C1N(C(C=2N(N=C(C21)COC)C2CC2)=O)C=2C=C(C=1N(C2)C(=NN1)C)C (4-(4-chlorophenyl)-1-cyclopropyl-5-(3,8-dimethyl-[1,2,4]triazolo[4,3-a]pyridin-6-yl)-3-(methoxymethyl)-4,5-dihydropyrrolo[3,4-c]pyrazol-6(1H)-one). The reactants are S(O)(O)(=O)=O (sulfuric acid), ClC=1C=C(C2=C(OCCO2)C1)C=O (7-Chloro-2,3-dihydro-1,4-benzodioxine-5-carbaldehyde), O (Water). Run in CC(=O)C (acetone). Reaction conditions: temperature 5 celsius. The product is ClC=1C=C(C2=C(OCCO2)C1)C(=O)O (7-chloro-2,3-dihydro-1,4-benzodioxine-5-carboxylic acid). The yield is 77.2%. As a reaction SMILES: [Cl:1][C:2]1[CH:3]=[C:4]([CH:12]=[O:13])[C:5]2[O:10][CH2:9][CH2:8][O:7][C:6]=2[CH:11]=1.S(=O)(=O)(O)[OH:15].O>CC(C)=O>[Cl:1][C:2]1[CH:3]=[C:4]([C:12]([OH:15])=[O:13])[C:5]2[O:10][CH2:9][CH2:8][O:7][C:6]=2[CH:11]=1. Reported procedure: 7-Chloro-2,3-dihydro-1,4-benzodioxine-5-carbaldehyde (6.25 g, 31.4 mmol) was dissolved in acetone (150 mL) and the solution was then cooled to 5° C. A solution of CrO3 in sulfuric acid (4 M in 4 M H2SO4, 12.5 mL, 50 mmol) was added dropwise over 2 min and the mixture was refluxed for 30 min. Water (150 mL) was added and then most of the acetone was removed by evaporation. The mixture was extracted with ether (150 mL) and the organic solution was then extracted with a solution of NaOH (0.5 M, 150... As a reaction SMILES: [O:1]1[CH2:3][C@@H:2]1[C@@H:4]([NH:12][C:13](=[O:19])[O:14][C:15]([CH3:18])([CH3:17])[CH3:16])[CH2:5][C:6]1[CH:11]=[CH:10][CH:9]=[CH:8][CH:7]=1.[NH4+:20].[OH-]>CCO>[NH2:20][CH2:3][C@@H:2]([OH:1])[C@@H:4]([NH:12][C:13](=[O:19])[O:14][C:15]([CH3:18])([CH3:17])[CH3:16])[CH2:5][C:6]1[CH:11]=[CH:10][CH:9]=[CH:8][CH:7]=1 |f:1.2|. Yields the product NC[C@H]([C@H](CC1=CC=CC=C1)NC(OC(C)(C)C)=O)O (tert-butyl (2S,3R)-4-amino-3-hydroxy-1-phenylbutan-2-ylcarbamate). The reactants are O1[C@H](C1)[C@H](CC1=CC=CC=C1)NC(OC(C)(C)C)=O (tert-butyl (S)-1-((S)-oxiran-2-yl)-2-phenylethylcarbamate), [NH4+].[OH-] (NH4OH). Reported procedure: A solution of tert-butyl (S)-1-((S)-oxiran-2-yl)-2-phenylethylcarbamate (1.5 g, 5.7 mmol) in EtOH (35 mL) was added, with stirring, over 1 h to NH4OH (35 mL) at 0° C. NH3 gas was bubbled through the reaction mixture during the addition and for 1 h afterward. The reaction mixture was allowed to warm to room temperature and stirred overnight. The resulting slurry was diluted with EtOAc (80 mL), and the organic layer was washed with brine and dried (MgSO4). Concentration in vacuo, followed by tritu... Conditions: time 8 hour. The solvent is CCO (EtOH). Procedure: A mixture of methyl 1-[2-(benzyloxy)-4-(3,4-difluoro-1H-pyrrol-1-yl)phenyl]-5-methoxy-4-oxo-1,4-dihydropyridazine-3-carboxylate (4.54 g), 1M aqueous sodium hydroxide solution (15 mL), THF (30 mL) and methanol (30 mL) was stirred at room temperature for 30 min. The reaction mixture was neutralized with 1M hydrochloric acid, and the precipitate was collected by filtration, and washed with water to give the title compound (0.5 THF solvate, 4.70 g). Reaction SMILES: [CH2:1]([O:8][C:9]1[CH:14]=[C:13]([N:15]2[CH:19]=[C:18]([F:20])[C:17]([F:21])=[CH:16]2)[CH:12]=[CH:11][C:10]=1[N:22]1[CH:27]=[C:26]([O:28][CH3:29])[C:25](=[O:30])[C:24]([C:31]([O:33]C)=[O:32])=[N:23]1)[C:2]1[CH:7]=[CH:6][CH:5]=[CH:4][CH:3]=1.[OH-].[Na+].C1COCC1.Cl>CO>[CH2:1]([O:8][C:9]1[CH:14]=[C:13]([N:15]2[CH:19]=[C:18]([F:20])[C:17]([F:21])=[CH:16]2)[CH:12]=[CH:11][C:10]=1[N:22]1[CH:27]=[C:26]([O:28][CH3:29])[C:25](=[O:30])[C:24]([C:31]([OH:33])=[O:32])=[N:23]1)[C:2]1[CH:7]=[CH:6][CH:5]=[CH:4][CH:3]=1 |f:1.2|. Starting materials: Cl (hydrochloric acid), C(C1=CC=CC=C1)OC1=C(C=CC(=C1)N1C=C(C(=C1)F)F)N1N=C(C(C(=C1)OC)=O)C(=O)OC (methyl 1-[2-(benzyloxy)-4-(3,4-difluoro-1H-pyrrol-1-yl)phenyl]-5-methoxy-4-oxo-1,4-dihydropyridazine-3-carboxylate), [OH-].[Na+] (sodium hydroxide), C1CCOC1 (THF). Yields the product C(C1=CC=CC=C1)OC1=C(C=CC(=C1)N1C=C(C(=C1)F)F)N1N=C(C(C(=C1)OC)=O)C(=O)O (1-[2-(benzyloxy)-4-(3,4-difluoro-1H-pyrrol-1-yl)phenyl]-5-methoxy-4-oxo-1,4-dihydropyridazine-3-carboxylic acid). Conditions: time 30 minute. The solvent is CO (methanol). Starting materials: N[C@@H]1CN(CC1)C(C(C1=CC=CC=C1)N1C(N(C2=C1C=C(C=C2)C#N)S(=O)(=O)C2=CC=C(C=C2)OC)=O)=O (3-[2-((S)-3-amino-pyrrolidin-1-yl)-2-oxo-1-phenyl-ethyl]-1-(4-methoxy-benzenesulfonyl)-2-oxo-2,3-dihydro-1H-benzoimidazole-5-carbonitrile), CN1CCC(CC1)=O (1-methyl-4-piperidone), (OAc)3BH. Solvent: C1CCOC1 (THF). Conditions: time 24 hour. The product is COC1=CC=C(C=C1)S(=O)(=O)N1C(N(C2=C1C=CC(=C2)C#N)C(C(=O)N2C[C@H](CC2)NC2CCN(CC2)C)C2=CC=CC=C2)=O (1-(4-methoxy-benzenesulfonyl)-3-{2-[(S)-3-(1-methyl-piperidin-4-ylamino)-pyrrolidin-1-yl]-2-oxo-1-phenyl-ethyl}-2-oxo-2,3-dihydro-1H-benzoimidazole-5-carbonitrile). The yield is 69.9%. RXN SMILES: [NH2:1][C@H:2]1[CH2:6][CH2:5][N:4]([C:7](=[O:38])[CH:8]([N:15]2[C:19]3[CH:20]=[C:21]([C:24]#[N:25])[CH:22]=[CH:23][C:18]=3[N:17]([S:26]([C:29]3[CH:34]=[CH:33][C:32]([O:35][CH3:36])=[CH:31][CH:30]=3)(=[O:28])=[O:27])[C:16]2=[O:37])[C:9]2[CH:14]=[CH:13][CH:12]=[CH:11][CH:10]=2)[CH2:3]1.[CH3:39][N:40]1[CH2:45][CH2:44][C:43](=O)[CH2:42][CH2:41]1>C1COCC1>[CH3:36][O:35][C:32]1[CH:31]=[CH:30][C:29]([S:26]([N:17]2[C:18]3[CH:23]=[CH:22][C:21]([C:24]#[N:25])=[CH:20][C:19]=3[N:15]([CH:8]([C:9]3[CH:10]=[CH:11][CH:12]=[CH:13][CH:14]=3)[C:7]([N:4]3[CH2:5][CH2:6][C@H:2]([NH:1][CH:43]4[CH2:44][CH2:45][N:40]([CH3:39])[CH2:41][CH2:42]4)[CH2:3]3)=[O:38])[C:16]2=[O:37])(=[O:27])=[O:28])=[CH:34][CH:33]=1. Reported procedure: To a solution of 3-[2-((S)-3-amino-pyrrolidin-1-yl)-2-oxo-1-phenyl-ethyl]-1-(4-methoxy-benzenesulfonyl)-2-oxo-2,3-dihydro-1H-benzoimidazole-5-carbonitrile (Example 171, 200 mg, 0.38 mmol) and 1-methyl-4-piperidone (0.087 mL, 0.75 mmol) in THF (5 mL) MP-(OAc)3BH resin (Argonaut; 2.55 mmol/g; 369 mg, 0.94 mmol) was added. The reaction mixture was agitated at room temperature for 24 hours, then filtered and concentrated in vacuo. The residue was purified by flash chromatography on silica gel using ...